Dataset: the Open Reaction Database (ORD), a public repository of structured organic reaction records. Task: describe an organic reaction: reactants, conditions, products, and yield The solvent is ClC(=C(Cl)Cl)Cl (perchloroethylene), ClC(=C(Cl)Cl)Cl (perchloroethylene), C(Cl)Cl (methylene chloride), O (water). The product is BrC1=CC(=C(OC2=CC=C(C=C2)O)C=C1)F (4-(4-bromo-2-fluorophenoxy)phenol). Reported procedure: To a 250 mL flask equipped with a nitrogen purge, mechanical stirrer, thermometer, condenser and gas scrubber was added 100 mL of perchloroethylene and 16 g (0.12 moles) of AlCl3. The slurry was heated to 60° C. and a solution of 20.4 g (0.10 moles) of 4-(2-fluorophenoxy)phenol in 100 mL of perchloroethylene was added slowly. During the addition HCl gas was given off as the complex with AlCl3 formed. At the end of the addition the temperature was 75° C. The clear, rose-colored solution was coole... Conditions: temperature 60 celsius, time 30 minute. RXN SMILES: [Al+3].[Cl-].[Cl-].[Cl-].[F:5][C:6]1[CH:19]=[CH:18][CH:17]=[CH:16][C:7]=1[O:8][C:9]1[CH:14]=[CH:13][C:12]([OH:15])=[CH:11][CH:10]=1.Cl.[Br:21]Br>ClC(Cl)=C(Cl)Cl.C(Cl)Cl.O>[Br:21][C:18]1[CH:17]=[CH:16][C:7]([O:8][C:9]2[CH:10]=[CH:11][C:12]([OH:15])=[CH:13][CH:14]=2)=[C:6]([F:5])[CH:19]=1 |f:0.1.2.3|. Isolated yield 88.0%. Starting materials: [Al+3].[Cl-].[Cl-].[Cl-] (AlCl3), FC1=C(OC2=CC=C(C=C2)O)C=CC=C1 (4-(2-fluorophenoxy)phenol), [Al+3].[Cl-].[Cl-].[Cl-] (AlCl3), liquid, BrBr (bromine), Cl (HCl). Starting materials: O=C1CCC(=O)N1Br, O=C(OOC(=O)c1ccccc1)c1ccccc1, CCOC(C)=O, CSc1ncc2ccc(=O)n(C3CCCCC3)c2n1, CN(C)C=O. Product: CSc1ncc2cc(Br)c(=O)n(C3CCCCC3)c2n1. As a reaction SMILES: [Br:20][N:21]1[C:22](=[O:23])[CH2:24][CH2:25][C:26]1=[O:27].[C:28]([O:29][O:30][C:31](=[O:32])[c:33]1[cH:34][cH:35][cH:36][cH:37][cH:38]1)(=[O:39])[c:40]1[cH:41][cH:42][cH:43][cH:44][cH:45]1.[CH3:51][CH2:52][O:53][C:54](=[O:55])[CH3:56].[CH:1]1([n:7]2[c:8](=[O:19])[cH:9][cH:10][c:11]3[c:12]2[n:13][c:14]([S:17][CH3:18])[n:15][cH:16]3)[CH2:2][CH2:3][CH2:4][CH2:5][CH2:6]1.[O:46]=[CH:47][N:48]([CH3:49])[CH3:50]>>[CH:1]1([n:7]2[c:8](=[O:19])[c:9]([Br:20])[cH:10][c:11]3[c:12]2[n:13][c:14]([S:17][CH3:18])[n:15][cH:16]3)[CH2:2][CH2:3][CH2:4][CH2:5][CH2:6]1. Reactants: CCn1cc(C(=O)O)c(=O)c2c(F)c(F)c(F)c(F)c21, C1CSCCN1, CN1CCCC1=O. RXN SMILES: [CH2:1]([CH3:2])[n:3]1[cH:4][c:5]([C:18](=[O:19])[OH:20])[c:6](=[O:17])[c:7]2[c:8]([F:16])[c:9]([F:15])[c:10]([F:14])[c:11]([F:13])[c:12]12.[CH2:21]1[CH2:22][S:23][CH2:24][CH2:25][NH:26]1.[CH3:27][N:28]1[CH2:29][CH2:30][CH2:31][C:32]1=[O:33]>>[CH2:1]([CH3:2])[n:3]1[cH:4][c:5]([C:18](=[O:19])[OH:20])[c:6](=[O:17])[c:7]2[c:8]([F:16])[c:9]([F:15])[c:10]([N:26]3[CH2:21][CH2:22][S:23][CH2:24][CH2:25]3)[c:11]([F:13])[c:12]12. Product: CCn1cc(C(=O)O)c(=O)c2c(F)c(F)c(N3CCSCC3)c(F)c21. Starting materials: C([O-])([O-])=O.[Na+].[Na+] (sodium carbonate), C1(=CC=CC=C1)P(C1=CC=CC=2C(C3=CC=CC(=C3OC12)P(C1=CC=CC=C1)C1=CC=CC=C1)(C)C)C1=CC=CC=C1 (4,5-bis(diphenylphosphino)-9,9-dimethylxanthene), FC1=NC=CC=C1N1N=C(C=C1OS(=O)(=O)C(F)(F)F)C(=O)OCC (ethyl 1-(2-fluoropyridin-3-yl)-5-{[(trifluoromethyl)sulfonyl]oxy}-1H-pyrazole-3-carboxylate), CC=1C=C(C=CC1)S (3-methylbenzenethiol). Reagents/catalysts: C=1C=CC(=CC1)/C=C/C(=O)/C=C/C2=CC=CC=C2.C=1C=CC(=CC1)/C=C/C(=O)/C=C/C2=CC=CC=C2.C=1C=CC(=CC1)/C=C/C(=O)/C=C/C2=CC=CC=C2.[Pd].[Pd] (tris(dibenzylideneacetone)dipalladium(0)). Solvent: C(C)(=O)OCC (Ethyl acetate), C1(=CC=CC=C1)C (toluene). Conditions: temperature 130 celsius, time 28 hour. Yields the product FC1=NC=CC=C1N1N=C(C=C1SC1=CC(=CC=C1)C)C(=O)OCC (ethyl 1-(2-fluoropyridin-3-yl)-5-[(3-methylphenyl)sulfanyl]-1H-pyrazole-3-carboxylate), crude yellow oil. As a reaction SMILES: [F:1][C:2]1[C:7]([N:8]2[C:12](OS(C(F)(F)F)(=O)=O)=[CH:11][C:10]([C:21]([O:23][CH2:24][CH3:25])=[O:22])=[N:9]2)=[CH:6][CH:5]=[CH:4][N:3]=1.[CH3:26][C:27]1[CH:28]=[C:29]([SH:33])[CH:30]=[CH:31][CH:32]=1.C(=O)([O-])[O-].[Na+].[Na+].C1(P(C2C=CC=CC=2)C2C3OC4C(=CC=CC=4P(C4C=CC=CC=4)C4C=CC=CC=4)C(C)(C)C=3C=CC=2)C=CC=CC=1>C1(C)C=CC=CC=1.C1C=CC(/C=C/C(/C=C/C2C=CC=CC=2)=O)=CC=1.C1C=CC(/C=C/C(/C=C/C2C=CC=CC=2)=O)=CC=1.C1C=CC(/C=C/C(/C=C/C2C=CC=CC=2)=O)=CC=1.[Pd].[Pd].C(OCC)(=O)C>[F:1][C:2]1[C:7]([N:8]2[C:12]([S:33][C:29]3[CH:30]=[CH:31][CH:32]=[C:27]([CH3:26])[CH:28]=3)=[CH:11][C:10]([C:21]([O:23][CH2:24][CH3:25])=[O:22])=[N:9]2)=[CH:6][CH:5]=[CH:4][N:3]=1 |f:2.3.4,7.8.9.10.11|. Procedure: A solution of ethyl 1-(2-fluoropyridin-3-yl)-5-{[(trifluoromethyl)sulfonyl]oxy}-1H-pyrazole-3-carboxylate (575 mg), 3-methylbenzenethiol (224 mg) and sodium carbonate (238 mg) in toluene (7.5 mL) was sufficiently deaerated, tris(dibenzylideneacetone)dipalladium(0) (41 mg) and 4,5-bis(diphenylphosphino)-9,9-dimethylxanthene (52 mg) were added, and the mixture was further deaerated. Under an argon atmosphere at 130° C., the mixture was stirred for 28 hr and allowed to cool to room temperature. Eth... Procedure details: To a solution of 1-(4-bromo-2-(cyanomethoxy)-5-fluorophenyl)-N-(isoxazol-3-yl)-2-oxo-1,2-dihydroquinoline-6-sulfonamide (0.020 g, 0.039 mmol) and (4-chloro-3-methylphenyl)boronic acid (9.84 mg, 0.058 mmol) in DMF (0.154 ml) and water (0.039 ml) was added potassium carbonate (0.016 g, 0.116 mmol) followed by PdCl2dppf, DCM adduct (1.409 mg, 1.926 μmol). The resulting mixture was heated to 50° C. and stirred for 3.5 hours. The solution was then cooled to RT, dissolved in 1.5 ml of DMSO and passed ... The yield is 25.9%. Reactants: PdCl2dppf, C(Cl)Cl (DCM), BrC1=CC(=C(C=C1F)N1C(C=CC2=CC(=CC=C12)S(=O)(=O)NC1=NOC=C1)=O)OCC#N (1-(4-bromo-2-(cyanomethoxy)-5-fluorophenyl)-N-(isoxazol-3-yl)-2-oxo-1,2-dihydroquinoline-6-sulfonamide), ClC1=C(C=C(C=C1)B(O)O)C ((4-chloro-3-methylphenyl)boronic acid), C([O-])([O-])=O.[K+].[K+] (potassium carbonate). The solvent is CS(=O)C (DMSO), CN(C)C=O (DMF), O (water). Conditions: temperature 50 celsius, time 3.5 hour. Yields the product ClC1=C(C=C(C=C1)C1=C(C=C(C(=C1)OCC#N)N1C(C=CC2=CC(=CC=C12)S(=O)(=O)NC1=NOC=C1)=O)F)C (1-(4′-chloro-5-(cyanomethoxy)-2-fluoro-3′-methyl-[1,1′-biphenyl]-4-yl)-N-(isoxazol-3-yl)-2-oxo-1,2-dihydroquinoline-6-sulfonamide). As a reaction SMILES: Br[C:2]1[C:7]([F:8])=[CH:6][C:5]([N:9]2[C:18]3[C:13](=[CH:14][C:15]([S:19]([NH:22][C:23]4[CH:27]=[CH:26][O:25][N:24]=4)(=[O:21])=[O:20])=[CH:16][CH:17]=3)[CH:12]=[CH:11][C:10]2=[O:28])=[C:4]([O:29][CH2:30][C:31]#[N:32])[CH:3]=1.[Cl:33][C:34]1[CH:39]=[CH:38][C:37](B(O)O)=[CH:36][C:35]=1[CH3:43].C(=O)([O-])[O-].[K+].[K+].C(Cl)Cl>CN(C=O)C.O.CS(C)=O>[Cl:33][C:34]1[CH:39]=[CH:38][C:37]([C:2]2[CH:3]=[C:4]([O:29][CH2:30][C:31]#[N:32])[C:5]([N:9]3[C:18]4[C:13](=[CH:14][C:15]([S:19]([NH:22][C:23]5[CH:27]=[CH:26][O:25][N:24]=5)(=[O:21])=[O:20])=[CH:16][CH:17]=4)[CH:12]=[CH:11][C:10]3=[O:28])=[CH:6][C:7]=2[F:8])=[CH:36][C:35]=1[CH3:43] |f:2.3.4|. Starting materials: [Si](C)(C)(C)I (TMSI), C[C@@](C(=O)[O-])(CSCC1=CC=C(C=C1)C1=CC=C(C=C1)N1C=CC2=CC=CC=C12)NC(=O)OC(C)(C)C ((2R)-methyl-tert-butoxycarbonylamino-3-(4′-indol-1-ylbiphen-4-ylmethylsulfanyl)-propionate), C([O-])(O)=O.[Na+] (sodium bicarbonate). Solvent: C(Cl)Cl (methylene chloride). Run at time 10 minute. Yields the product COC([C@H](CSCC1=CC=C(C=C1)C1=CC=C(C=C1)N1C=CC2=CC=CC=C12)N)=O ((2R)-Methyl-2-amino-3-[4′indol-1-yl-biphen-4-ylmethylsulfanyl]propionate). The yield is 95.0%. RXN SMILES: [Si](I)(C)(C)C.C[C@:7]([NH:35]C(OC(C)(C)C)=O)([CH2:11][S:12][CH2:13][C:14]1[CH:19]=[CH:18][C:17]([C:20]2[CH:25]=[CH:24][C:23]([N:26]3[C:34]4[C:29](=[CH:30][CH:31]=[CH:32][CH:33]=4)[CH:28]=[CH:27]3)=[CH:22][CH:21]=2)=[CH:16][CH:15]=1)[C:8]([O-:10])=[O:9].[C:43](=O)(O)[O-].[Na+]>C(Cl)Cl>[CH3:43][O:10][C:8](=[O:9])[C@@H:7]([NH2:35])[CH2:11][S:12][CH2:13][C:14]1[CH:19]=[CH:18][C:17]([C:20]2[CH:25]=[CH:24][C:23]([N:26]3[C:34]4[C:29](=[CH:30][CH:31]=[CH:32][CH:33]=4)[CH:28]=[CH:27]3)=[CH:22][CH:21]=2)=[CH:16][CH:15]=1 |f:2.3|. Procedure details: TMSI (1.56 mL, 10.63 mmol) was added dropwise to a stirred solution of (2R)-methyl-tert-butoxycarbonylamino-3-(4′-indol-1-ylbiphen-4-ylmethylsulfanyl)-propionate (4.47 g, 8.66 mmol) in anhydrous methylene chloride (50 mL). The reaction was stirred for 10 mins. and then poured into 1N sodium bicarbonate solution (50 mL), extracted with ethyl acetate (3×50 mL). The combined extract was washed with water, brine, dried over anhydrous MgSO4, filtered and concentrated in vacuo. Purification of the pro...